This data is from the Open Reaction Database (ORD), a public repository of structured organic reaction records. The task is: describe an organic reaction: reactants, conditions, products, and yield Reactants: O=C(N1CCc2ccccc2C1c1ccc(OCc2ccccc2)cc1)C(F)(F)F, CO, O=C[O-], [NH4+]. The product is O=C(N1CCc2ccccc2C1c1ccc(O)cc1)C(F)(F)F. As a reaction SMILES: [CH2:1]([c:2]1[cH:3][cH:4][cH:5][cH:6][cH:7]1)[O:8][c:9]1[cH:10][cH:11][c:12]([CH:15]2[N:16]([C:25]([C:26]([F:27])([F:28])[F:29])=[O:30])[CH2:17][CH2:18][c:19]3[cH:20][cH:21][cH:22][cH:23][c:24]32)[cH:13][cH:14]1.[CH3:35][OH:36].[CH:31]([O-:32])=[O:33].[NH4+:34]>>[OH:8][c:9]1[cH:10][cH:11][c:12]([CH:15]2[N:16]([C:25]([C:26]([F:27])([F:28])[F:29])=[O:30])[CH2:17][CH2:18][c:19]3[cH:20][cH:21][cH:22][cH:23][c:24]32)[cH:13][cH:14]1. Starting materials: OCCN1CCN(CC1)CC(=O)NC=1C(=NC(=CC1SC)C)SC (2-[4-(2-hydroxyethyl)piperazin-1-yl]-N-[2,4-bis(methylthio)-6-methylpyridin-3-yl]acetamide), SC=1OC2=C(N1)C=CC=C2 (2-mercaptobenzoxazole), OCCN1CCN(CC1)CC(=O)NC=1C(=NC(=CC1N1CCOCC1)C)N1CCOCC1 (2-[4-(2-hydroxyethyl)piperazin-1-yl]-N-[2,4 bis(morpholino)-6-methylpyridin-3-yl]acetamide), SC=1NC2=C(N1)C=CC=C2 (2-mercaptobenzimidazole). Product: O1C(=NC2=C1C=CC=C2)SCCN2CCN(CC2)CC(=O)NC=2C(=NC(=CC2N2CCOCC2)C)N2CCOCC2 (2-[4-[2-(benzoxazol-2-ylthio)ethyl]piperazin-1-yl]-N-[2,4-bis(morpholino)-6-methylpyridin-3-yl]acetamide). Reaction SMILES: OCCN1CCN(CC(NC2C(SC)=NC(C)=CC=2SC)=O)CC1.O[CH2:26][CH2:27][N:28]1[CH2:33][CH2:32][N:31]([CH2:34][C:35]([NH:37][C:38]2[C:39]([N:51]3[CH2:56][CH2:55][O:54][CH2:53][CH2:52]3)=[N:40][C:41]([CH3:50])=[CH:42][C:43]=2[N:44]2[CH2:49][CH2:48][O:47][CH2:46][CH2:45]2)=[O:36])[CH2:30][CH2:29]1.SC1NC2C=CC=CC=2N=1.[SH:67][C:68]1[O:69][C:70]2[CH:76]=[CH:75][CH:74]=[CH:73][C:71]=2[N:72]=1>>[O:69]1[C:70]2[CH:76]=[CH:75][CH:74]=[CH:73][C:71]=2[N:72]=[C:68]1[S:67][CH2:26][CH2:27][N:28]1[CH2:29][CH2:30][N:31]([CH2:34][C:35]([NH:37][C:38]2[C:39]([N:51]3[CH2:56][CH2:55][O:54][CH2:53][CH2:52]3)=[N:40][C:41]([CH3:50])=[CH:42][C:43]=2[N:44]2[CH2:45][CH2:46][O:47][CH2:48][CH2:49]2)=[O:36])[CH2:32][CH2:33]1. Reported procedure: The reaction and treatments of Example 12 were repeated, except that 2-[4-(2-hydroxyethyl)piperazin-1-yl]-N-[2,4-bis(methylthio)-6-methylpyridin-3-yl]acetamide was replaced by 2-[4-(2-hydroxyethyl)piperazin-1-yl]-N-[2,4 bis(morpholino)-6-methylpyridin-3-yl]acetamide, and 2-mercaptobenzimidazole was replaced by 2-mercaptobenzoxazole, to thereby yield the title compound as a colorless foamed substance. Starting materials: O=C1Nc2cc(Br)ccc2Oc2cscc21, Cc1ccccc1, ClP(Cl)(Cl)(Cl)Cl. The product is ClC1=Nc2cc(Br)ccc2Oc2cscc21. RXN SMILES: [Br:1][c:2]1[cH:3][cH:4][c:5]2[c:6]([cH:16]1)[NH:7][C:8](=[O:15])[c:9]1[c:10]([cH:12][s:13][cH:14]1)[O:11]2.[CH3:23][c:24]1[cH:25][cH:26][cH:27][cH:28][cH:29]1.[Cl:17][P:18]([Cl:19])([Cl:20])([Cl:21])[Cl:22]>>[Br:1][c:2]1[cH:3][cH:4][c:5]2[c:6]([cH:16]1)[N:7]=[C:8]([Cl:17])[c:9]1[c:10]([cH:12][s:13][cH:14]1)[O:11]2.